This data is from the Open Reaction Database (ORD), a public repository of structured organic reaction records. The task is: describe an organic reaction: reactants, conditions, products, and yield Reactants: CC(C)CI, Cc1nn(-c2ccccn2)c2[nH]c3ccccc3c(=O)c12, CN(C)C=O, [H-], [Na+], O. Yields the product Cc1nn(-c2ccccn2)c2nc3ccccc3c(OCC(C)C)c12. Reaction SMILES: [CH2:24]([CH:25]([CH3:26])[CH3:27])[I:28].[CH3:1][c:2]1[n:3][n:4](-[c:16]2[n:17][cH:18][cH:19][cH:20][cH:21]2)[c:5]2[nH:6][c:7]3[cH:8][cH:9][cH:10][cH:11][c:12]3[c:13](=[O:15])[c:14]12.[CH3:30][N:31]([CH3:32])[CH:33]=[O:34].[H-:22].[Na+:23].[OH2:29]>>[CH3:1][c:2]1[n:3][n:4](-[c:16]2[n:17][cH:18][cH:19][cH:20][cH:21]2)[c:5]2[n:6][c:7]3[cH:8][cH:9][cH:10][cH:11][c:12]3[c:13]([O:15][CH2:24][CH:25]([CH3:26])[CH3:27])[c:14]12. The reactants are O=C([O-])[O-], CCOCC, CC(C)(C)OC(=O)N1CCC(OS(C)(=O)=O)CC1, Cc1cc(O)ccc1[N+](=O)[O-], [Cs+], [Cs+]. Yields the product Cc1cc(OC2CCN(C(=O)OC(C)(C)C)CC2)ccc1[N+](=O)[O-]. As a reaction SMILES: [C:1](=[O:2])([O-:3])[O-:4].[CH2:36]([O:37][CH2:38][CH3:39])[CH3:40].[CH3:18][S:19]([O:20][CH:23]1[CH2:24][CH2:25][N:26]([C:29](=[O:30])[O:31][C:32]([CH3:33])([CH3:34])[CH3:35])[CH2:27][CH2:28]1)(=[O:21])=[O:22].[CH3:7][c:8]1[cH:9][c:10]([OH:11])[cH:12][cH:13][c:14]1[N+:15]([O-:16])=[O:17].[Cs+:5].[Cs+:6]>>[CH3:7][c:8]1[cH:9][c:10]([O:11][CH:23]2[CH2:24][CH2:25][N:26]([C:29](=[O:30])[O:31][C:32]([CH3:33])([CH3:34])[CH3:35])[CH2:27][CH2:28]2)[cH:12][cH:13][c:14]1[N+:15]([O-:16])=[O:17].